This data is from the Open Reaction Database (ORD), a public repository of structured organic reaction records. The task is: describe an organic reaction: reactants, conditions, products, and yield Reactants: CN(C(=O)C1C2=CC=CC=C2C=2C=CC=CC12)C (9-(N,N-dimethylcarbamoyl)fluorene), nitrile, C(C=C)#N (acrylonitrile), carbonyl. The solvent is O1CCCC1 (tetrahydrofuran). Conditions: time 15 minute. Yields the product C(#N)CCC1(C2=CC=CC=C2C=2C=CC=CC12)C(N(C)C)=O (9-(2-cyanoethyl)-9-(N,N-dimethylcarbamoyl)fluorene). As a reaction SMILES: [CH3:1][N:2]([CH3:18])[C:3]([CH:5]1[C:17]2[CH:16]=[CH:15][CH:14]=[CH:13][C:12]=2[C:11]2[C:6]1=[CH:7][CH:8]=[CH:9][CH:10]=2)=[O:4].[C:19](#[N:22])[CH:20]=[CH2:21]>O1CCCC1>[C:19]([CH2:20][CH2:21][C:5]1([C:3](=[O:4])[N:2]([CH3:18])[CH3:1])[C:6]2[CH:7]=[CH:8][CH:9]=[CH:10][C:11]=2[C:12]2[C:17]1=[CH:16][CH:15]=[CH:14][CH:13]=2)#[N:22]. Procedure: A 28 g. of portion of 9-(N,N-dimethylcarbamoyl)fluorene was added to a 3-liter flask, and 1 liter of tetrahydrofuran was added. The mixture was heated to 45°, and 10 ml. of Triton B was added. The mixture was stirred at constant temperature for 15 minutes, and then 8 g. of acrylonitrile was added in one portion. The mixture was then stirred at reflux temperature for 3 hours, and was cooled and concentrated under vacuum to obtain 51.8 g. of oil. The product was isolated as described in Example 1 ...